This data is from the Open Reaction Database (ORD), a public repository of structured organic reaction records. The task is: describe an organic reaction: reactants, conditions, products, and yield The reactants are C(C)(=O)OCC (ethyl acetate), FC(S(=O)(=O)OS(=O)(=O)C(F)(F)F)(F)F (Trifluoromethanesulfonic anhydride), BrC1=C(C=C(C=C1C)O)C (4-bromo-3,5-dimethylphenol), TEA. Run in C(Cl)Cl (DCM). Conditions: time 30 minute. Yields the product FC(S(=O)(=O)OC1=CC(=C(C(=C1)C)Br)C)(F)F (4-bromo-3,5-dimethylphenyl trifluoromethanesulfonate). RXN SMILES: [F:1][C:2]([F:15])([F:14])[S:3]([O:6]S(C(F)(F)F)(=O)=O)(=[O:5])=[O:4].[Br:16][C:17]1[C:22]([CH3:23])=[CH:21][C:20](O)=[CH:19][C:18]=1[CH3:25].C(OCC)(=O)C>C(Cl)Cl>[F:1][C:2]([F:15])([F:14])[S:3]([O:6][C:20]1[CH:21]=[C:22]([CH3:23])[C:17]([Br:16])=[C:18]([CH3:25])[CH:19]=1)(=[O:5])=[O:4]. Procedure: Trifluoromethanesulfonic anhydride (2.0 mL) was added dropwise to a solution of 4-bromo-3,5-dimethylphenol (CAS No. 7463-51-6) (2.0 g) and TEA (1.94 mL) in DCM (20 mL) under ice-cooling over three minutes. The reaction mixture was stirred at room temperature for 30 minutes. Ice and ethyl acetate were added to the reaction mixture, and the organic layer was separated. The organic layer was sequentially washed with 1 N hydrochloric acid, water, a saturated aqueous sodium bicarbonate solution and b...